The task is: describe an organic reaction: reactants, conditions, products, and yield. This data is from the Open Reaction Database (ORD), a public repository of structured organic reaction records. Reactants: C(CCC)S(=O)(=O)Cl (butanesulfonyl chloride), O[C@@](C([C@H](CC1=CC=CC=C1)NC([C@H](COC)NC([C@H](COC)NC(=O)C1=CN=C(S1)C)=O)=O)=O)(CO)C (N—((S)-1-(((S)-1-(((2S,4R)-4,5-dihydroxy-4-methyl-3-oxo-1-phenylpentan-2-yl)amino)-3-methoxy-1-oxopropan-2-yl)amino)-3-methoxy-1-oxopropan-2-yl)-2-methylthiazole-5-carboxamide). Product: C(CCC)S(=O)(=O)OC[C@@](C([C@H](CC1=CC=CC=C1)NC([C@H](COC)NC([C@H](COC)NC(=O)C1=CN=C(S1)C)=O)=O)=O)(C)O ((2R,4S)-2-hydroxy-4-((S)-3-methoxy-2-((S)-3-methoxy-2-(2-methylthiazole-5-carboxamido)propanamido)propanamido)-2-methyl-3-oxo-5-phenylpentyl butane-1-sulfonate). Reaction SMILES: [CH2:1]([S:5](Cl)(=[O:7])=[O:6])[CH2:2][CH2:3][CH3:4].[OH:9][C@:10]([CH3:46])([CH2:44][OH:45])[C:11](=[O:43])[C@@H:12]([NH:20][C:21](=[O:42])[C@@H:22]([NH:26][C:27](=[O:41])[C@@H:28]([NH:32][C:33]([C:35]1[S:39][C:38]([CH3:40])=[N:37][CH:36]=1)=[O:34])[CH2:29][O:30][CH3:31])[CH2:23][O:24][CH3:25])[CH2:13][C:14]1[CH:19]=[CH:18][CH:17]=[CH:16][CH:15]=1>>[CH2:1]([S:5]([O:45][CH2:44][C@:10]([OH:9])([CH3:46])[C:11](=[O:43])[C@@H:12]([NH:20][C:21](=[O:42])[C@@H:22]([NH:26][C:27](=[O:41])[C@@H:28]([NH:32][C:33]([C:35]1[S:39][C:38]([CH3:40])=[N:37][CH:36]=1)=[O:34])[CH2:29][O:30][CH3:31])[CH2:23][O:24][CH3:25])[CH2:13][C:14]1[CH:19]=[CH:18][CH:17]=[CH:16][CH:15]=1)(=[O:7])=[O:6])[CH2:2][CH2:3][CH3:4]. Procedure details: Prepared according to procedures described above, by reacting butanesulfonyl chloride with N—((S)-1-(((S)-1-(((2S,4R)-4,5-dihydroxy-4-methyl-3-oxo-1-phenylpentan-2-yl)amino)-3-methoxy-1-oxopropan-2-yl)amino)-3-methoxy-1-oxopropan-2-yl)-2-methylthiazole-5-carboxamide. MS for C29H42N4O10S2 m/z: 671 (M+H)+. Reactants: C, CC1(C)CNC(=O)c2cc([N+](=O)[O-])ccc21, O=C[O-], [NH4+], CN(C)C=O, [Pd]. The product is CC1(C)CNC(=O)c2cc(N)ccc21. As a reaction SMILES: [C:21].[CH3:1][C:2]1([CH3:16])[CH2:3][NH:4][C:5](=[O:15])[c:6]2[cH:7][c:8]([N+:12]([O-:13])=[O:14])[cH:9][cH:10][c:11]21.[CH:17]([O-:18])=[O:19].[NH4+:20].[O:23]=[CH:24][N:25]([CH3:26])[CH3:27].[Pd:22]>>[CH3:1][C:2]1([CH3:16])[CH2:3][NH:4][C:5](=[O:15])[c:6]2[cH:7][c:8]([NH2:12])[cH:9][cH:10][c:11]21. Starting materials: N1[C@H](C(=O)O)CCC1 (proline), CC(C)=C (isobutylene), N1[C@H](C(=O)O)CCC1 (proline). The solvent is C(Cl)Cl (methylene chloride). The product is C(C)(C)(C)OC([C@H]1NCCC1)=O (proline t-butyl ester). Reaction SMILES: [NH:1]1[CH2:8][CH2:7][CH2:6][C@H:2]1[C:3]([OH:5])=[O:4].[CH3:9][C:10](=[CH2:12])[CH3:11]>C(Cl)Cl>[C:10]([O:4][C:3](=[O:5])[C@@H:2]1[CH2:6][CH2:7][CH2:8][NH:1]1)([CH3:12])([CH3:11])[CH3:9]. Procedure: It was found that reaction of proline and excess isobutylene in methylene chloride using anhydrous benzenesulfonic acid in situ to effect phase transfer and N-protection of free proline (solubilization via protonation) afforded an 80% assay yield of proline t-butyl ester. This equilibrium reaction required three days to complete at 0°-5° C. at an optimized charge ratio of proline:benzenesulfonic acid:isobutylene of 1:1.5:12. A strongly basic workup neutralized the benzenesulfonate salts and free... Yields the product CC(C)(C)OC(=O)NS(=O)(=O)OCC1CC(n2ccc3c(NC4CCc5ccccc54)ncnc32)CC1O. Reaction SMILES: [C:28]([c:29]1[cH:30][c:31]([CH3:32])[cH:33][c:34]([C:35]([CH3:36])([CH3:37])[CH3:38])[n:39]1)([CH3:40])([CH3:41])[CH3:42].[CH:1]1([NH:10][c:11]2[c:12]3[c:13]([n:14][cH:15][n:16]2)[n:17]([CH:20]2[CH2:21][CH:22]([CH2:26][OH:27])[CH:23]([OH:25])[CH2:24]2)[cH:18][cH:19]3)[CH2:2][CH2:3][c:4]2[cH:5][cH:6][cH:7][cH:8][c:9]21.[Cl:43][S:44](=[O:45])(=[O:46])[NH:47][C:48]([O:49][C:50]([CH3:51])([CH3:52])[CH3:53])=[O:54]>>[CH:1]1([NH:10][c:11]2[c:12]3[c:13]([n:14][cH:15][n:16]2)[n:17]([CH:20]2[CH2:21][CH:22]([CH2:26][O:27][S:44](=[O:45])(=[O:46])[NH:47][C:48]([O:49][C:50]([CH3:51])([CH3:52])[CH3:53])=[O:54])[CH:23]([OH:25])[CH2:24]2)[cH:18][cH:19]3)[CH2:2][CH2:3][c:4]2[cH:5][cH:6][cH:7][cH:8][c:9]21. The reactants are Cc1cc(C(C)(C)C)nc(C(C)(C)C)c1, OCC1CC(n2ccc3c(NC4CCc5ccccc54)ncnc32)CC1O, CC(C)(C)OC(=O)NS(=O)(=O)Cl.